Dataset: the Open Reaction Database (ORD), a public repository of structured organic reaction records. Task: describe an organic reaction: reactants, conditions, products, and yield The reactants are CCC(N)CC(C)ONC(=O)c1ccccc1, F[B-](F)(F)F, [H+], O=N[O-], [Na+], [Na+], [OH-], O. Yields the product CCC(F)CC(C)ONC(=O)c1ccccc1. As a reaction SMILES: [C:1]([c:2]1[cH:3][cH:4][cH:5][cH:6][cH:7]1)(=[O:8])[NH:9][O:10][CH:11]([CH2:12][CH:13]([CH2:14][CH3:15])[NH2:16])[CH3:17].[F:25][B-:26]([F:27])([F:28])[F:29].[H+:24].[N:18]([O-:19])=[O:20].[Na+:21].[Na+:23].[OH-:22].[OH2:30]>>[C:1]([c:2]1[cH:3][cH:4][cH:5][cH:6][cH:7]1)(=[O:8])[NH:9][O:10][CH:11]([CH2:12][CH:13]([CH2:14][CH3:15])[F:25])[CH3:17].